Dataset: the Open Reaction Database (ORD), a public repository of structured organic reaction records. Task: describe an organic reaction: reactants, conditions, products, and yield Starting materials: [OH-].[Na+] (sodium hydroxide), BrC1=CC(=C(C(=O)OC)C=C1)OC (Methyl 4-bromo-2-methoxybenzoate), Cl (hydrochloric acid). The solvent is CO (methanol). Yields the product BrC1=CC(=C(C(=O)O)C=C1)OC (4-bromo-2-methoxybenzoic acid). Isolated yield 97.6%. Reaction SMILES: [Br:1][C:2]1[CH:11]=[CH:10][C:5]([C:6]([O:8]C)=[O:7])=[C:4]([O:12][CH3:13])[CH:3]=1.[OH-].[Na+].Cl>CO>[Br:1][C:2]1[CH:11]=[CH:10][C:5]([C:6]([OH:8])=[O:7])=[C:4]([O:12][CH3:13])[CH:3]=1 |f:1.2|. Procedure details: Methyl 4-bromo-2-methoxybenzoate (10 g) was dissolved in methanol (80 mL), 1N aqueous sodium hydroxide solution (80 mL) was added, and the mixture was refluxed for 3 hr. After cooling, 1N hydrochloric acid (80 mL) was added, and the mixture was filtered to give 4-bromo-2-methoxybenzoic acid (9.2 g). By reaction and treatment in the same manner as in Preparation Example 1 and using 4-bromo-2-methoxybenzoic acid (3.1 g) and 1-(2,4-dimethylphenyl)piperazine (2.7 g), the title compound (4.4 g) was o... RXN SMILES: [CH2:1]([CH2:2][CH2:3][CH2:4][CH2:5][CH2:6][CH2:7][CH2:8][CH2:9][CH2:10][CH2:11][CH2:12][CH2:13][CH3:14])[O:15][c:16]1[cH:17][cH:18][c:19]([CH2:22][C:23](=[O:24])[OH:25])[cH:20][cH:21]1.[CH2:37]([Cl:38])[Cl:39].[CH3:26][N:27]([CH3:28])[CH:29]=[O:30].[Cl:31][C:32]([C:33]([Cl:34])=[O:35])=[O:36]>>[CH2:1]([CH2:2][CH2:3][CH2:4][CH2:5][CH2:6][CH2:7][CH2:8][CH2:9][CH2:10][CH2:11][CH2:12][CH2:13][CH3:14])[O:15][c:16]1[cH:17][cH:18][c:19]([CH2:22][C:23](=[O:25])[Cl:31])[cH:20][cH:21]1. Product: CCCCCCCCCCCCCCOc1ccc(CC(=O)Cl)cc1. Reactants: CCCCCCCCCCCCCCOc1ccc(CC(=O)O)cc1, ClCCl, CN(C)C=O, O=C(Cl)C(=O)Cl.